Dataset: the Open Reaction Database (ORD), a public repository of structured organic reaction records. Task: describe an organic reaction: reactants, conditions, products, and yield Reactants: C1CCOC1, O=C(Cl)C1CCCCC1, [Cl-], [K+], [K+], Nc1ccc(-c2nc3ccc(C(F)(F)F)cc3[nH]2)cc1, [Na+], O=C([O-])[O-], O. The product is O=C(Nc1ccc(-c2nc3ccc(C(F)(F)F)cc3[nH]2)cc1)C1CCCCC1. RXN SMILES: [CH2:38]1[O:39][CH2:40][CH2:41][CH2:42]1.[CH:27]1([C:33](=[O:34])[Cl:35])[CH2:28][CH2:29][CH2:30][CH2:31][CH2:32]1.[Cl-:37].[K+:21].[K+:22].[NH2:1][c:2]1[cH:3][cH:4][c:5](-[c:8]2[nH:9][c:10]3[c:11]([n:12]2)[cH:13][cH:14][c:15]([C:17]([F:18])([F:19])[F:20])[cH:16]3)[cH:6][cH:7]1.[Na+:36].[O-:23][C:24]([O-:25])=[O:26].[OH2:43]>>[NH:1]([c:2]1[cH:3][cH:4][c:5](-[c:8]2[nH:9][c:10]3[c:11]([n:12]2)[cH:13][cH:14][c:15]([C:17]([F:18])([F:19])[F:20])[cH:16]3)[cH:6][cH:7]1)[C:33]([CH:27]1[CH2:28][CH2:29][CH2:30][CH2:31][CH2:32]1)=[O:34]. The reactants are BrC=1C=C(N)C=CC1 (3-bromo-aniline), C(C)C(C=O)=C (2-ethyl acrolein), C(C)C(C=O)=C (2-ethyl acrolein), C(C)C(C=O)=C (2-ethyl acrolein), 401i, C(C)C(C=O)=C (2-ethyl acrolein), [N+](=O)([O-])C=1C=C(C=CC1)S(=O)(=O)[O-].[Na+] (sodium 3-nitro-benzene sulfonate), S(O)(O)(=O)=O (sulfuric acid), C(C)C(C=O)=C (2-ethyl acrolein). Solvent: O (water). Reaction conditions: temperature 100 celsius, time 1 hour. Product: BrC1=CC=C2C=C(C=NC2=C1)CC (7-Bromo-3-ethyl-quinoline). Yield: 19.7%. Reaction SMILES: [Br:1][C:2]1[CH:3]=[C:4]([CH:6]=[CH:7][CH:8]=1)[NH2:5].[N+](C1C=C(S([O-])(=O)=O)C=CC=1)([O-])=O.[Na+].S(=O)(=O)(O)O.[CH2:28]([C:30](=[CH2:33])[CH:31]=O)[CH3:29]>O>[Br:1][C:2]1[CH:3]=[C:4]2[C:6]([CH:31]=[C:30]([CH2:28][CH3:29])[CH:33]=[N:5]2)=[CH:7][CH:8]=1 |f:1.2|. Procedure details: To a well-stirred mixture consisting of 3-bromo-aniline (5.40 g, 31.4 mmol), sodium 3-nitro-benzene sulfonate (4.25 g, 18.9 mmol), 8.5 g (177 mmol) of concentrated sulfuric acid, and 3.2 ml of water heated to 100° C., 2-ethyl acrolein (5.0 ml, 51 mmol) was added. After maintaining the reaction temperature at 100° C. for 1 hour, the temperature was elevated to 110° C. An additional portion of 2-ethyl acrolein (1.0 ml, 10.2 mmol) was added, and the reaction was stirred at 110° C. for 1 hour. The r... Starting materials: O=Cc1cc(Br)c2ccccc2c1, C1CCOC1, [Li]CCCC, COc1ccc2sccc2c1, CCCCCC, [Cl-], [NH4+]. The product is COc1ccc2sc(C(O)c3cc(Br)c4ccccc4c3)cc2c1. Reaction SMILES: [Br:23][c:24]1[cH:25][c:26]([CH:34]=[O:35])[cH:27][c:28]2[cH:29][cH:30][cH:31][cH:32][c:33]12.[CH2:38]1[O:39][CH2:40][CH2:41][CH2:42]1.[CH2:7]([Li:8])[CH2:9][CH2:10][CH3:11].[CH3:12][O:13][c:14]1[cH:15][c:16]2[c:17]([s:18][cH:19][cH:20]2)[cH:21][cH:22]1.[CH3:1][CH2:2][CH2:3][CH2:4][CH2:5][CH3:6].[Cl-:36].[NH4+:37]>>[CH3:12][O:13][c:14]1[cH:15][c:16]2[c:17]([s:18][c:19]([CH:34]([c:26]3[cH:25][c:24]([Br:23])[c:33]4[c:28]([cH:27]3)[cH:29][cH:30][cH:31][cH:32]4)[OH:35])[cH:20]2)[cH:21][cH:22]1. Starting materials: CCOC(=O)C(Cc1ccc(-c2cccc(CNC)c2)cc1)NC(=O)OC(C)(C)C, COC(=O)C(N)(Cc1ccc(-c2cccc(C=O)c2)cc1)C(=O)OC(C)(C)C. Yields the product CNCc1cccc(-c2ccc(CC(NC(=O)OC(C)(C)C)C(=O)OC)cc2)c1. As a reaction SMILES: [C:1]([CH3:2])([CH3:3])([CH3:4])[O:5][C:6](=[O:7])[NH:8][CH:9]([C:10](=[O:11])[O:12][CH2:13][CH3:14])[CH2:15][c:16]1[cH:17][cH:18][c:19](-[c:22]2[cH:23][c:24]([CH2:28][NH:29][CH3:30])[cH:25][cH:26][cH:27]2)[cH:20][cH:21]1.[C:31]([O:32][C:33]([C:34]([NH2:35])([CH2:36][c:37]1[cH:38][cH:39][c:40](-[c:41]2[cH:42][cH:43][cH:44][c:45]([CH:46]=[O:47])[cH:48]2)[cH:49][cH:50]1)[C:51]([O:52][CH3:53])=[O:54])=[O:55])([CH3:56])([CH3:57])[CH3:58]>>[C:1]([CH3:2])([CH3:3])([CH3:4])[O:5][C:6](=[O:7])[NH:8][CH:9]([C:10](=[O:11])[O:12][CH3:13])[CH2:15][c:16]1[cH:17][cH:18][c:19](-[c:22]2[cH:23][c:24]([CH2:28][NH:29][CH3:30])[cH:25][cH:26][cH:27]2)[cH:20][cH:21]1. Starting materials: C([O-])([O-])=O.[Na+].[Na+] (sodium carbonate), II (iodine), II (iodine), CC=1OC(=CC1S)C (2,5-dimethyl-3-furanthiol), C(CC(C)C)S (isoamyl mercaptan). The solvent is O (water), C(C)OCC (diethyl ether), C(C)OCC (diethyl ether). Yields the product CC=1OC(=CC1SSCCC(C)C)C (ISOAMYL (2,5-DIMETHYL-3-FURYL) DISULFIDE). RXN SMILES: [CH3:1][C:2]1[O:3][C:4]([CH3:8])=[CH:5][C:6]=1[SH:7].[CH2:9]([SH:14])[CH2:10][CH:11]([CH3:13])[CH3:12].C(=O)([O-])[O-].[Na+].[Na+].II>C(OCC)C.O>[CH3:1][C:2]1[O:3][C:4]([CH3:8])=[CH:5][C:6]=1[S:7][S:14][CH2:9][CH2:10][CH:11]([CH3:13])[CH3:12] |f:2.3.4|. Reported procedure: 0.64 Grams (0.005 moles) of 2,5-dimethyl-3-furanthiol and 1.04 grams (0.01 moles) of isoamyl mercaptan are dissolved in 12 ml anhydrous diethyl ether. 0.8 Grams (0.0075 moles) of sodium carbonate dissolved in 8 ml water is added with stirring to the reaction mass. 1.9 Grams (0.0075 moles) of iodine dissolved in 6 ml anhydrous diethyl ether is then added dropwise to the reaction mass until the iodine color remains. The reaction mass is then stirred for a period of 30 minutes.